This data is from the Open Reaction Database (ORD), a public repository of structured organic reaction records. The task is: describe an organic reaction: reactants, conditions, products, and yield Starting materials: CC#N, CO, CN(c1ccccn1)S(=O)(=O)c1cc(-c2cnc(C(F)(F)F)cc2C#N)c(Cl)cc1OCCCCO, ClCCl, O. The product is CN(c1ccccn1)S(=O)(=O)c1cc(-c2cnc(C(F)(F)F)cc2C#N)c(Cl)cc1OCCCC(=O)O. RXN SMILES: [CH3:37][C:38]#[N:39].[CH3:41][OH:42].[Cl:1][c:2]1[cH:3][c:4]([O:31][CH2:32][CH2:33][CH2:34][CH2:35][OH:36])[c:5]([S:20](=[O:21])(=[O:22])[N:23]([c:24]2[n:25][cH:26][cH:27][cH:28][cH:29]2)[CH3:30])[cH:6][c:7]1-[c:8]1[cH:9][n:10][c:11]([C:16]([F:17])([F:18])[F:19])[cH:12][c:13]1[C:14]#[N:15].[Cl:43][CH2:44][Cl:45].[OH2:40]>>[Cl:1][c:2]1[cH:3][c:4]([O:31][CH2:32][CH2:33][CH2:34][C:35](=[O:36])[OH:40])[c:5]([S:20](=[O:21])(=[O:22])[N:23]([c:24]2[n:25][cH:26][cH:27][cH:28][cH:29]2)[CH3:30])[cH:6][c:7]1-[c:8]1[cH:9][n:10][c:11]([C:16]([F:17])([F:18])[F:19])[cH:12][c:13]1[C:14]#[N:15]. Reactants: FC(CCCN1CCC(CC1)C(=O)N)(F)F (1-(4,4,4-trifluorobutyl)-piperidine-4-carboxamide), [H-].[H-].[H-].[H-].[Li+].[Al+3] (LAH). The product is NCC1CCN(CC1)CCCC(F)(F)F (4-Aminomethyl-1-(4,4,4-trifluorobutyl)-piperidine). The yield is 98.6%. Reaction SMILES: [F:1][C:2]([F:16])([F:15])[CH2:3][CH2:4][CH2:5][N:6]1[CH2:11][CH2:10][CH:9]([C:12]([NH2:14])=O)[CH2:8][CH2:7]1.[H-].[H-].[H-].[H-].[Li+].[Al+3]>>[NH2:14][CH2:12][CH:9]1[CH2:10][CH2:11][N:6]([CH2:5][CH2:4][CH2:3][C:2]([F:16])([F:1])[F:15])[CH2:7][CH2:8]1 |f:1.2.3.4.5.6|. Procedure: Prepared from 1-(4,4,4-trifluorobutyl)-piperidine-4-carboxamide (0.82 g, 3.3 mmol) and LAH (0.25 g, 6.6 mmol) according to general the procedure used for Example 8 (Step B) to give 0.73 g of title compound as a clear oil.